From a dataset of the Open Reaction Database (ORD), a public repository of structured organic reaction records. describe an organic reaction: reactants, conditions, products, and yield The reactants are O (water), [N+](=O)(O)[O-] (HNO3), OS(=O)(=O)O (H2SO4), C(C)(C)(C)C1=CC(=C(C=C1)O)C(F)(F)F (4-tert-Butyl-2-trifluoromethyl-phenol). Run in CC(=O)O (AcOH). Conditions: temperature 0 celsius, time 8 hour. The product is C(C)(C)(C)C1=CC(=C(C(=C1)[N+](=O)[O-])O)C(F)(F)F (4-tert-Butyl-2-trifluoromethyl-6-nitro-phenol). As a reaction SMILES: [C:1]([C:5]1[CH:10]=[CH:9][C:8]([OH:11])=[C:7]([C:12]([F:15])([F:14])[F:13])[CH:6]=1)([CH3:4])([CH3:3])[CH3:2].[N+:16]([O-])([OH:18])=[O:17].OS(O)(=O)=O.O>CC(O)=O>[C:1]([C:5]1[CH:10]=[C:9]([N+:16]([O-:18])=[O:17])[C:8]([OH:11])=[C:7]([C:12]([F:13])([F:14])[F:15])[CH:6]=1)([CH3:4])([CH3:2])[CH3:3]. Procedure details: 4-tert-Butyl-2-trifluoromethyl-phenol (70 mg, 0.32 mmol) was dissolved in 3 mL AcOH/1.5 mL water and cooled to 0° C. HNO3 (1.5 mL) and catalytic H2SO4 were added and the reaction was allowed to warm to room temperature. Stirring was continued overnight, after which water was added and the compound was extracted into EtOAc. The organic layer was dried over MgSO4 and concentrated to yield 34 mg of final compound. Calculated mass=263. Observed mass=264 The reactants are ClC1=C(N=C(C2=CC=C(C=C12)OC)N1C=NC(=C1)C)C#N (4-chloro-6-methoxy-1-(4-methyl-1H-imidazol-1-yl)isoquinoline-3-carbonitrile), N1CCCC1 (pyrrolidine). The solvent is C(C)(C)O (isopropanol). Conditions: temperature 160 celsius. The product is COC=1C=C2C(=C(N=C(C2=CC1)N1C=NC(=C1)C)C#N)N1CCCC1 (6-methoxy-1-(4-methyl-1H-imidazol-1-yl)-4-pyrrolidin-1-ylisoquinoline-3-carbonitrile). Reaction SMILES: Cl[C:2]1[C:11]2[C:6](=[CH:7][CH:8]=[C:9]([O:12][CH3:13])[CH:10]=2)[C:5]([N:14]2[CH:18]=[C:17]([CH3:19])[N:16]=[CH:15]2)=[N:4][C:3]=1[C:20]#[N:21].[NH:22]1[CH2:26][CH2:25][CH2:24][CH2:23]1>C(O)(C)C>[CH3:13][O:12][C:9]1[CH:10]=[C:11]2[C:6](=[CH:7][CH:8]=1)[C:5]([N:14]1[CH:18]=[C:17]([CH3:19])[N:16]=[CH:15]1)=[N:4][C:3]([C:20]#[N:21])=[C:2]2[N:22]1[CH2:26][CH2:25][CH2:24][CH2:23]1. Procedure: 4-chloro-6-methoxy-1-(4-methyl-1H-imidazol-1-yl)isoquinoline-3-carbonitrile (0.010 g, 0.033 mmol) and pyrrolidine (0.048 g, 0.067 mmol) were combined in isopropanol (1 mL) in a sealed tube and heated at 160° C. in a microwave reactor for 1.5 h. Cooled to rt and partitioned between aqueous saturated NaHCO3 and EtOAc. The organic layer was washed with brine (1×), dried over Na2SO4 and concentrated. Purified by r.p. HPLC. The titled compound was obtained as a tan solid (free base, 0.0065 g, 58%). 1... Reactants: Cl.O[NH3+] (hydroxylammonium hydrochloride), CC(C)([O-])C.[K+] (potassium t-butoxide), ClC1=CC=C(C=N1)C[N+]1=C2N(C(C(=C1[O-])C1=CC=C(C=C1)C#N)=O)C=CC=C2 (1-[(6-chloro-3-pyridyl)methyl]-3-(4-cyanophenyl)-4-oxo-pyrido[1,2-a]pyrimidin-1-ium-2-olate), ClC1=CC=C(C=N1)C[N+]1=C2N(C(C(=C1[O-])C1=CC=C(C=C1)C#N)=O)C=CC=C2 (1-[(6-chloro-3-pyridyl)methyl]-3-(4-cyanophenyl)-4-oxo-pyrido[1,2-a]pyrimidin-1-ium-2-olate). Solvent: CS(=O)C (DMSO), [Cl-].[Na+].O (brine). Conditions: time 18 hour. Procedure: 30 mg (0.08 mmol) of 1-[(6-chloro-3-pyridyl)methyl]-3-(4-cyanophenyl)-4-oxo-pyrido[1,2-a]pyrimidin-1-ium-2-olate (product of step 1) were dissolved in 2 ml DMSO. 13 mg (0.2 mmol) hydroxylammonium hydrochloride and 22 mg (0.2 mmol) potassium t-butoxide were added and the mixture was stirred at room temperature for 18 hours. The mixture was taken up with 10 ml of brine and extracted with ethyl acetate. The organic phases were dried with magnesium chloride and the solvent was removed under reduced ... The product is ClC1=CC=C(C=N1)C[N+]1=C2N(C(C(=C1[O-])C1=CC=C(C=C1)C(NO)=N)=O)C=CC=C2 (1-[(6-chloro-3-pyridyl)methyl]-3-[4-(N-hydroxycarbamimidoyl)phenyl]-4-oxo-pyrido[1,2-a]pyrimidin-1-ium-2-olate). As a reaction SMILES: Cl[C:2]1[N:7]=[CH:6][C:5]([CH2:8][N+:9]2[C:14]([O-:15])=[C:13]([C:16]3[CH:21]=[CH:20][C:19]([C:22]#[N:23])=[CH:18][CH:17]=3)[C:12](=[O:24])[N:11]3[CH:25]=[CH:26][CH:27]=[CH:28][C:10]=23)=[CH:4][CH:3]=1.[ClH:29].[OH:30][NH3+:31].CC(C)([O-])C.[K+]>CS(C)=O.[Cl-].[Na+].O>[Cl:29][C:2]1[N:7]=[CH:6][C:5]([CH2:8][N+:9]2[C:14]([O-:15])=[C:13]([C:16]3[CH:21]=[CH:20][C:19]([C:22](=[NH:23])[NH:31][OH:30])=[CH:18][CH:17]=3)[C:12](=[O:24])[N:11]3[CH:25]=[CH:26][CH:27]=[CH:28][C:10]=23)=[CH:4][CH:3]=1 |f:1.2,3.4,6.7.8|. Starting materials: COC(=O)c1cccnc1, CC(=O)C1CC(CC(=O)OC(C)(C)C)C1(C)C, C1CCOC1. Product: CC(C)(C)OC(=O)CC1CC(C(=O)CC(=O)c2cccnc2)C1(C)C. Reaction SMILES: [C:18]([c:19]1[cH:20][n:21][cH:22][cH:23][cH:24]1)(=[O:25])[O:26][CH3:27].[C:1]([CH3:2])([CH3:3])([CH3:4])[O:5][C:6]([CH2:7][CH:8]1[C:9]([CH3:15])([CH3:16])[CH:10]([C:12]([CH3:13])=[O:14])[CH2:11]1)=[O:17].[CH2:28]1[O:29][CH2:30][CH2:31][CH2:32]1>>[C:1]([CH3:2])([CH3:3])([CH3:4])[O:5][C:6]([CH2:7][CH:8]1[C:9]([CH3:15])([CH3:16])[CH:10]([C:12]([CH2:13][C:18]([c:19]2[cH:20][n:21][cH:22][cH:23][cH:24]2)=[O:25])=[O:14])[CH2:11]1)=[O:17].